Dataset: the Open Reaction Database (ORD), a public repository of structured organic reaction records. Task: describe an organic reaction: reactants, conditions, products, and yield As a reaction SMILES: [C:1]([CH3:2])([CH3:3])([CH3:4])[O:5][C:6]([NH:7][CH2:8][c:9]1[cH:10][cH:11][c:12]([CH:15]=[O:16])[cH:13][cH:14]1)=[O:17].[CH2:18]1[CH2:19][O:20][CH2:21][CH2:22][NH:23]1.[Cl:26][CH2:27][Cl:28].[Na+:25].[OH-:24]>>[C:1]([CH3:2])([CH3:3])([CH3:4])[O:5][C:6]([NH:7][CH2:8][c:9]1[cH:10][cH:11][c:12]([CH2:15][N:23]2[CH2:18][CH2:19][O:20][CH2:21][CH2:22]2)[cH:13][cH:14]1)=[O:17]. The reactants are CC(C)(C)OC(=O)NCc1ccc(C=O)cc1, C1COCCN1, ClCCl, [Na+], [OH-]. The product is CC(C)(C)OC(=O)NCc1ccc(CN2CCOCC2)cc1. RXN SMILES: [C:1]([C:5]1[CH:10]=[C:9]([CH:11]=[O:12])[C:8]([CH3:13])=[CH:7][C:6]=1[S:14][C:15](=[O:19])[N:16]([CH3:18])[CH3:17])([CH3:4])([CH3:3])[CH3:2].[BH4-].[Li+].C1(C)C=CC=CC=1.Cl>C1COCC1.O>[C:1]([C:5]1[CH:10]=[C:9]([CH2:11][OH:12])[C:8]([CH3:13])=[CH:7][C:6]=1[S:14][C:15](=[O:19])[N:16]([CH3:17])[CH3:18])([CH3:4])([CH3:2])[CH3:3] |f:1.2|. The reactants are C1(=CC=CC=C1)C (Toluene), Cl (hydrochloric acid), C(C)(C)(C)C1=C(C=C(C(=C1)C=O)C)SC(N(C)C)=O (Dimethylthiocarbamic Acid S-(2-tert-Butyl-4-formyl-5-methylphenyl) Ester), [BH4-].[Li+] (lithium borohydride). Isolated yield 94.8%. Procedure details: Dimethylthiocarbamic acid S-(2-tert-butyl-4-formyl-5-methylphenyl) ester (4a) (6.0 gm, 21 mmol) was dissolved in THF and treated with lithium borohydride (0.8 gm) in portions. The mixture was cooled in an ice bath and stirring continued for 1.5 hours. Toluene (25 mL) and water (10 mL) were added followed by cautious addition of 37% hydrochloric acid (2.8 gm) to destroy excess borohydride and adjust the pH to 6.5. The aqueous layer was separated and the organic layer extracted with 1 N NaOH (2×10... Run at time 1.5 hour. Run in O (water), C1CCOC1 (THF). Product: C(C)(C)(C)C1=C(C=C(C(=C1)CO)C)SC(N(C)C)=O (Dimethylthiocarbamic Acid S-(2-tert-Butyl-4-hydroxymethyl-5-methyl-phenyl) Ester). Starting materials: FC1=C(C=O)C=C(C=C1)C(F)(F)F (2-fluoro-5-trifluoromethylbenzaldehyde), [H-].[Na+] (sodium hydride), SCC(=O)OC (methyl mercaptoacetate). Yields the product COC(=O)C=1SC2=C(C1)C=C(C=C2)C(F)(F)F (Methyl5-trifluoromethyl-1-benzothiophene-2-carboxylate). Reaction SMILES: F[C:2]1[CH:9]=[CH:8][C:7]([C:10]([F:13])([F:12])[F:11])=[CH:6][C:3]=1[CH:4]=O.[H-].[Na+].[SH:16][CH2:17][C:18]([O:20][CH3:21])=[O:19]>>[CH3:21][O:20][C:18]([C:17]1[S:16][C:2]2[CH:9]=[CH:8][C:7]([C:10]([F:13])([F:12])[F:11])=[CH:6][C:3]=2[CH:4]=1)=[O:19] |f:1.2|. Reported procedure: Using 4.28 g (22.3 mmol) of 2-fluoro-5-trifluoromethylbenzaldehyde, 1.34 g (33.4 mmol) of sodium hydride (60% pure) and 2.6 g (24.5 mmol) of methyl mercaptoacetate, 4.93 g (80.0% of theory) of the title compound are obtained.